This data is from the Open Reaction Database (ORD), a public repository of structured organic reaction records. The task is: describe an organic reaction: reactants, conditions, products, and yield The reactants are [OH-].[Na+] (sodium hydroxide), OO (hydrogen peroxide), O[C@@H]1CC[C@H](CC1)SC1=C(C#N)C=CC(=C1)N1C=C(C=2C1=NC=CC2C=2C=NC1=CC=CC=C1C2)C (2-(trans-4-hydroxycyclohexylthio)-4-{3-methyl-4-(quinolin-3-yl)-1H-pyrrolo[2,3-b]pyridin-1-yl}benzonitrile), O (Water). Procedure: Trans-4-mercaptocyclohexanol (0.050 g), tris(dibenzylideneacetone)dipalladium(0) (0.008 g), 4,5-bis(diphenylphosphino)-9,9-dimethylxanthene (0.010 g), and N,N-diisopropylethylamine (0.116 mL) were added to a solution of (40f) (0.150 g) prepared in Example 40(6) in 1,4-dioxane (1.71 mL), followed by stirring under nitrogen flow at 120° C. for 6 hr. The reaction solution was distributed between ethyl acetate and water, and the organic layer was washed with saturated saline. The organic layer after... The solvent is CS(=O)C (DMSO), C(C)O (ethanol). Reaction SMILES: [OH-:1].[Na+].OO.[OH:5][C@H:6]1[CH2:11][CH2:10][C@H:9]([S:12][C:13]2[CH:20]=[C:19]([N:21]3[C:25]4=[N:26][CH:27]=[CH:28][C:29]([C:30]5[CH:31]=[N:32][C:33]6[C:38]([CH:39]=5)=[CH:37][CH:36]=[CH:35][CH:34]=6)=[C:24]4[C:23]([CH3:40])=[CH:22]3)[CH:18]=[CH:17][C:14]=2[C:15]#[N:16])[CH2:8][CH2:7]1.O>CS(C)=O.C(O)C>[OH:5][C@H:6]1[CH2:11][CH2:10][C@H:9]([S:12][C:13]2[CH:20]=[C:19]([N:21]3[C:25]4=[N:26][CH:27]=[CH:28][C:29]([C:30]5[CH:31]=[N:32][C:33]6[C:38]([CH:39]=5)=[CH:37][CH:36]=[CH:35][CH:34]=6)=[C:24]4[C:23]([CH3:40])=[CH:22]3)[CH:18]=[CH:17][C:14]=2[C:15]([NH2:16])=[O:1])[CH2:8][CH2:7]1 |f:0.1|. Run at time 30 minute. Isolated yield 13.0%. Yields the product O[C@@H]1CC[C@H](CC1)SC1=C(C(=O)N)C=CC(=C1)N1C=C(C=2C1=NC=CC2C=2C=NC1=CC=CC=C1C2)C (2-(Trans-4-hydroxycyclohexylthio)-4-{3-methyl-4-(quinolin-3-yl)-1H-pyrrolo[2,3-b]pyridin-1-yl}benzamide). Starting materials: C1(CCCCC1)CCCCCCCCCCCCOCC(OC)COS(=O)(=O)C (1-O-(12-cyclohexyl)dodecyl-3-O-mesyl-2-O-methylglycerol), ice water, CCCCCC.C(C)(=O)OCC (hexane ethyl acetate), C(COCCO)O (diethylene glycol), [H-].[Na+] (sodium hydride). Run in CS(=O)C (DMSO), CS(=O)C (dimethylsulfoxide). Run at temperature 75 celsius, time 1 hour. Yields the product C1(CCCCC1)CCCCCCCCCCCCOCC(OC)COCCOCCO (1-O-(12-Cyclohexyl)dodecyl-3-O-[2-(2-hydroxyethoxy)ethyl]-2-O-methylglycerol). The yield is 48.7%. RXN SMILES: [CH2:1]([OH:7])[CH2:2][O:3][CH2:4][CH2:5]O.[H-].[Na+].[CH:10]1([CH2:16][CH2:17][CH2:18][CH2:19][CH2:20][CH2:21][CH2:22][CH2:23][CH2:24][CH2:25][CH2:26][CH2:27][O:28][CH2:29][CH:30]([CH2:33][O:34]S(C)(=O)=O)[O:31][CH3:32])[CH2:15][CH2:14][CH2:13][CH2:12][CH2:11]1.CCCCCC.C(OCC)(=O)C>CS(C)=O>[CH:10]1([CH2:16][CH2:17][CH2:18][CH2:19][CH2:20][CH2:21][CH2:22][CH2:23][CH2:24][CH2:25][CH2:26][CH2:27][O:28][CH2:29][CH:30]([CH2:33][O:34][CH2:5][CH2:4][O:3][CH2:2][CH2:1][OH:7])[O:31][CH3:32])[CH2:15][CH2:14][CH2:13][CH2:12][CH2:11]1 |f:1.2,4.5|. Procedure: 2.03 g (19.2 millimole) of diethylene glycol was dissolved in 10 ml of dimethylsulfoxide (DMSO), to which 0.576 g (14.4 millimole) of 60% sodium hydride was added, and the mixture was stirred at 75° C. for 1 hour. The mixture was cooled to room temperature, to which 1.93 g (4.62 millimole) of 1-O-(12-cyclohexyl)dodecyl-3-O-mesyl-2-O-methylglycerol in 5 ml of DMSO was added, and the reaction mixture was stirred at 75° C. for 1 hour. After the reaction, 20 ml of ice water and 50 ml of hexane-ethyl... The reactants are CNS(=O)(=O)CC=1C=CC2=C(C1)C(=CN2)CCN(C)C.[O-]C(=O)CCCCCCCCC (Sumatriptan caprate), CC(COC[C@@H]1[C@@H]2[C@@H]([C@H]([C@H](O1)O[C@@H]3[C@H](O[C@@H]([C@@H]([C@H]3O)O)O[C@@H]4[C@H](O[C@@H]([C@@H]([C@H]4O)O)O[C@@H]5[C@H](O[C@@H]([C@@H]([C@H]5O)O)O[C@@H]6[C@H](O[C@@H]([C@@H]([C@H]6O)O)O[C@@H]7[C@H](O[C@@H]([C@@H]([C@H]7O)O)O[C@@H]8[C@H](O[C@H](O2)[C@@H]([C@H]8O)O)COCC(C)O)COCC(C)O)COCC(C)O)COCC(C)O)COCC(C)O)COCC(C)O)O)O)O (HPB), CC(COC[C@@H]1[C@@H]2[C@@H]([C@H]([C@H](O1)O[C@@H]3[C@H](O[C@@H]([C@@H]([C@H]3O)O)O[C@@H]4[C@H](O[C@@H]([C@@H]([C@H]4O)O)O[C@@H]5[C@H](O[C@@H]([C@@H]([C@H]5O)O)O[C@@H]6[C@H](O[C@@H]([C@@H]([C@H]6O)O)O[C@@H]7[C@H](O[C@@H]([C@@H]([C@H]7O)O)O[C@@H]8[C@H](O[C@H](O2)[C@@H]([C@H]8O)O)COCC(C)O)COCC(C)O)COCC(C)O)COCC(C)O)COCC(C)O)COCC(C)O)O)O)O (hydroxypropyl-beta cyclodextrin), CNS(=O)(=O)CC=1C=CC2=C(C1)C(=CN2)CCN(C)C.[O-]C(=O)CCCCCCCCC (Sumatriptan caprate). Run in O (Water). Conditions: time 30 minute. The product is CNS(=O)(=O)CC=1C=CC2=C(C1)C(=CN2)CCN(C)C (sumatriptan). As a reaction SMILES: [CH3:1][NH:2][S:3]([CH2:6][C:7]1[CH:8]=[CH:9][C:10]2[NH:15][CH:14]=[C:13]([CH2:16][CH2:17][N:18]([CH3:20])[CH3:19])[C:11]=2[CH:12]=1)(=[O:5])=[O:4].[O-]C(CCCCCCCCC)=O.CC(O)COC[C@H]1O[C@@H]2O[C@H]3[C@H](O)[C@@H](O)[C@@H](O[C@H]4[C@H](O)[C@@H](O)[C@@H](O[C@H]5[C@H](O)[C@@H](O)[C@@H](O[C@H]6[C@H](O)[C@@H](O)[C@@H](O[C@H]7[C@H](O)[C@@H](O)[C@@H](O[C@H]8[C@H](O)[C@@H](O)[C@@H](O[C@H]1[C@H](O)[C@H]2O)O[C@@H]8COCC(O)C)O[C@@H]7COCC(O)C)O[C@@H]6COCC(O)C)O[C@@H]5COCC(O)C)O[C@@H]4COCC(O)C)O[C@@H]3COCC(O)C>O>[CH3:1][NH:2][S:3]([CH2:6][C:7]1[CH:8]=[CH:9][C:10]2[NH:15][CH:14]=[C:13]([CH2:16][CH2:17][N:18]([CH3:20])[CH3:19])[C:11]=2[CH:12]=1)(=[O:5])=[O:4] |f:0.1|. Procedure details: Sumatriptan caprate and hydroxypropyl-beta cyclodextrin (HPB) were complexed by the kneading method. Sumatriptan caprate (1.254 g) and HPB (3.748 g) were blended together. Water (4.5 mL) was added and the mixture ground together in a mortar with a pestle to form a uniform paste. Grinding was continued for 30 minutes. The paste was then dried in a vacuum oven (40° C.; 0 bar) for 48 hours. The solid mass was broken up, passed through a 60 mesh screen and returned to the vacuum oven (40° C.; 0 bar)... The reactants are Cl (hydrogen chloride), Cl (HCl), Cl.C(#N)C1=CC=C(C=C1)N1CCC(CC1)C(=O)N1C[C@H](N[C@H](C1)C)C ((2R,6S)-4-[1-(4-Cyanophenyl)-piperidine-4-carbonyl]-2,6-dimethylpiperazine hydrochloride), TEA, C1(CCC1)=O (cyclobutanone), C(C)(=O)O[BH-](OC(C)=O)OC(C)=O.[Na+] (sodium triacetoxyborohydride). Run in C(Cl)Cl (DCM), C(Cl)Cl (DCM). The product is Cl.C1(CCC1)N1[C@@H](CN(C[C@@H]1C)C(=O)C1CCN(CC1)C1=CC=C(C=C1)C#N)C ((2R,6S)-1-Cyclobutyl-4-[1-(4-cyanophenyl)-piperidine-4-carbonyl]-2,6-dimethylpiperazine hydrochloride). Yield: 15.4%. Reaction SMILES: [ClH:1].[C:2]([C:4]1[CH:9]=[CH:8][C:7]([N:10]2[CH2:15][CH2:14][CH:13]([C:16]([N:18]3[CH2:23][C@H:22]([CH3:24])[NH:21][C@H:20]([CH3:25])[CH2:19]3)=[O:17])[CH2:12][CH2:11]2)=[CH:6][CH:5]=1)#[N:3].[C:26]1(=O)[CH2:29][CH2:28][CH2:27]1.C(O[BH-](OC(=O)C)OC(=O)C)(=O)C.[Na+].Cl>C(Cl)Cl>[ClH:1].[CH:26]1([N:21]2[C@@H:20]([CH3:25])[CH2:19][N:18]([C:16]([CH:13]3[CH2:14][CH2:15][N:10]([C:7]4[CH:6]=[CH:5][C:4]([C:2]#[N:3])=[CH:9][CH:8]=4)[CH2:11][CH2:12]3)=[O:17])[CH2:23][C@H:22]2[CH3:24])[CH2:29][CH2:28][CH2:27]1 |f:0.1,3.4,7.8|. Procedure details: (2R,6S)-4-[1-(4-Cyanophenyl)-piperidine-4-carbonyl]-2,6-dimethylpiperazine hydrochloride (D13)(0.30 g), TEA (0.4 ml), cyclobutanone (0.13 g) and sodium triacetoxyborohydride (0.40 g) in DCM (5 ml) were heated to 100° C. in a microwave reactor for 5 min. The reaction mixture was then washed with saturated potassium carbonate solution (2×30 ml), and brine (30 ml). The organic layer was then dried (MgSO4) and evaporated give the crude product which was purified by column chromatography [silica gel,... Starting materials: O=C([O-])O, CCNC(=O)c1cc(F)c(C)c(B(O)O)c1, CC(C)O, Ic1ccc2cn[nH]c2c1, [Na+], O, c1ccc(P(c2ccccc2)(c2ccccc2)[Pd](P(c2ccccc2)(c2ccccc2)c2ccccc2)(P(c2ccccc2)(c2ccccc2)c2ccccc2)P(c2ccccc2)(c2ccccc2)c2ccccc2)cc1. Product: CCNC(=O)c1cc(F)c(C)c(-c2ccc3cn[nH]c3c2)c1. RXN SMILES: [C:27](=[O:28])([O-:29])[OH:30].[CH2:11]([CH3:12])[NH:13][C:14](=[O:15])[c:16]1[cH:17][c:18]([F:26])[c:19]([CH3:25])[c:20]([B:22]([OH:23])[OH:24])[cH:21]1.[CH:33]([OH:34])([CH3:35])[CH3:36].[I:1][c:2]1[cH:3][cH:4][c:5]2[cH:6][n:7][nH:8][c:9]2[cH:10]1.[Na+:31].[OH2:32].[cH:37]1[cH:38][cH:39][c:40]([P:41]([Pd:42]([P:43]([c:44]2[cH:45][cH:46][cH:47][cH:48][cH:49]2)([c:50]2[cH:51][cH:52][cH:53][cH:54][cH:55]2)[c:56]2[cH:57][cH:58][cH:59][cH:60][cH:61]2)([P:62]([c:63]2[cH:64][cH:65][cH:66][cH:67][cH:68]2)([c:69]2[cH:70][cH:71][cH:72][cH:73][cH:74]2)[c:75]2[cH:76][cH:77][cH:78][cH:79][cH:80]2)[P:81]([c:82]2[cH:83][cH:84][cH:85][cH:86][cH:87]2)([c:88]2[cH:89][cH:90][cH:91][cH:92][cH:93]2)[c:94]2[cH:95][cH:96][cH:97][cH:98][cH:99]2)([c:100]2[cH:101][cH:102][cH:103][cH:104][cH:105]2)[c:106]2[cH:107][cH:108][cH:109][cH:110][cH:111]2)[cH:112][cH:113]1>>[c:2]1(-[c:20]2[c:19]([CH3:25])[c:18]([F:26])[cH:17][c:16]([C:14]([NH:13][CH2:11][CH3:12])=[O:15])[cH:21]2)[cH:3][cH:4][c:5]2[cH:6][n:7][nH:8][c:9]2[cH:10]1.